The task is: describe an organic reaction: reactants, conditions, products, and yield. This data is from the Open Reaction Database (ORD), a public repository of structured organic reaction records. Starting materials: FC(C(=O)O)(F)F (2,2,2-trifluoroacetic acid), OC=1C=C(C=CC1N1CCOCC1)NC1=NC(=C2C(=N1)N(N=C2)C2OCCCC2)C=2C=C(C=CC2)NC(C=C)=O (N-(3-(6-((3-hydroxy-4-morpholinophenyl)amino)-1-(tetrahydro-2H-pyran-2-yl)-1H-pyrazolo[3,4-d]pyrimidin-4-yl)phenyl)acrylamide). Solvent: C(Cl)Cl (DCM). Reaction conditions: time 10 hour. The product is OC=1C=C(C=CC1N1CCOCC1)NC1=NC(=C2C(=N1)NN=C2)C=2C=C(C=CC2)NC(C=C)=O (N-(3-(6-((3-Hydroxy-4-Morpholinophenyl)Amino)-1H-Pyrazolo[3,4-d]Pyrimidin-4-Yl)Phenyl)Acrylamide). Yield: 51.9%. As a reaction SMILES: FC(F)(F)C(O)=O.[OH:8][C:9]1[CH:10]=[C:11]([NH:21][C:22]2[N:27]=[C:26]3[N:28](C4CCCCO4)[N:29]=[CH:30][C:25]3=[C:24]([C:37]3[CH:38]=[C:39]([NH:43][C:44](=[O:47])[CH:45]=[CH2:46])[CH:40]=[CH:41][CH:42]=3)[N:23]=2)[CH:12]=[CH:13][C:14]=1[N:15]1[CH2:20][CH2:19][O:18][CH2:17][CH2:16]1>C(Cl)Cl>[OH:8][C:9]1[CH:10]=[C:11]([NH:21][C:22]2[N:27]=[C:26]3[NH:28][N:29]=[CH:30][C:25]3=[C:24]([C:37]3[CH:38]=[C:39]([NH:43][C:44](=[O:47])[CH:45]=[CH2:46])[CH:40]=[CH:41][CH:42]=3)[N:23]=2)[CH:12]=[CH:13][C:14]=1[N:15]1[CH2:20][CH2:19][O:18][CH2:17][CH2:16]1. Procedure details: 2,2,2-trifluoroacetic acid (526 mg, 4.62 mmol) was added to a solution of N-(3-(6-((3-hydroxy-4-morpholinophenyl)amino)-1-(tetrahydro-2H-pyran-2-yl)-1H-pyrazolo[3,4-d]pyrimidin-4-yl)phenyl)acrylamide (100 mg, 0.185 mmol) in DCM (10 ml). The reaction mixture was stirred at room temperature overnight (about 8-12 h), after which the solvent was removed in vacuo. The residue was purified by flash chromatography (MeOH/DCM 5%) to yield the title compound (45 mg, 0.096 mmol, 52.2% yield) as a solid. 1N... The reactants are BrC1=CC(=C(N)C=C1)[N+](=O)[O-] (4-bromo-2-nitroaniline), N1=CC(=CC=C1)B(O)O (3-pyridine boronic acid), P(=O)([O-])([O-])[O-].[K+].[K+].[K+] (potassium phosphate), dichloro(diphenylphosphinoferrocene)palladium. Run in CN(C)C=O (DMF). Yields the product N1=CC(=CC=C1)C1=CC(=C(N)C=C1)[N+](=O)[O-] (4-(Pyridin-3-yl)-2-nitroaniline). Reaction SMILES: Br[C:2]1[CH:8]=[CH:7][C:5]([NH2:6])=[C:4]([N+:9]([O-:11])=[O:10])[CH:3]=1.[N:12]1[CH:17]=[CH:16][CH:15]=[C:14](B(O)O)[CH:13]=1.P([O-])([O-])([O-])=O.[K+].[K+].[K+]>CN(C=O)C>[N:12]1[CH:17]=[CH:16][CH:15]=[C:14]([C:2]2[CH:8]=[CH:7][C:5]([NH2:6])=[C:4]([N+:9]([O-:11])=[O:10])[CH:3]=2)[CH:13]=1 |f:2.3.4.5|. Reported procedure: To a solution of 4-bromo-2-nitroaniline (217 mg, 1 mmol) in DMF (6 mL) was added 3-pyridine boronic acid (148 mg, 1.2 mmol), potassium phosphate (276 mg, 1.3 mmol), and dichloro(diphenylphosphinoferrocene)palladium (75 mg, 0.1 mmol). Product: COC1(OC(C=C1)OC)CCC=O (2,5-dihydro-2,5-dimethoxy-2-(3'-oxopropyl)furan). RXN SMILES: [CH3:1][O:2][C:3]1([CH2:10][CH2:11][C:12](OCC)=[O:13])[CH:7]=[CH:6][CH:5]([O:8][CH3:9])[O:4]1.[H-].C([Al+]CC(C)C)C(C)C.CO.S([O-])([O-])(=O)=O.[Na+].[Na+]>C1(C)C=CC=CC=1.O>[CH3:1][O:2][C:3]1([CH2:10][CH2:11][CH:12]=[O:13])[CH:7]=[CH:6][CH:5]([O:8][CH3:9])[O:4]1 |f:1.2,4.5.6|. The reactants are S(=O)(=O)([O-])[O-].[Na+].[Na+] (sodium sulfate), COC1(OC(C=C1)OC)CCC(=O)OCC (2,5-dihydro-2,5-dimethoxy-2-(2'-carbethoxyethyl)furan), [H-].C(C(C)C)[Al+]CC(C)C (diisobutylaluminum hydride), CO (methanol). Reported procedure: To a stirred solution of 48.9 g. of 2,5-dihydro-2,5-dimethoxy-2-(2'-carbethoxyethyl)furan (Example 1) in 800 ml. of toluene was added 263 ml. of 0.89M diisobutylaluminum hydride in toluene during 90 minutes at -75°C. The solution was stirred at -75°C. for 30 minutes and then treated with 5.0 ml. of methanol. The stirred solution is treated with 100 ml. of water, and the resulting mixture is stirred at 0°-5°C. for 15 minutes, saturated with sodium sulfate, and filtered through Celite with the aid... Run in O (water), C1(=CC=CC=C1)C (toluene), C1(=CC=CC=C1)C (toluene). Reaction conditions: temperature -75 celsius, time 30 minute. The reactants are C(C1=CC=CC=C1)(=O)NC(C(C)=O)CCCCNC(C1=CC=CC=C1)=O (3,7-dibenzamidoheptan-2-one), Cl (HCl). Run in CC#N (MeCN). The product is Cl.Cl.NC(C(C)=O)CCCCN (3,7-diaminoheptan-2-one dihydrochloride). Isolated yield 65.0%. As a reaction SMILES: C([NH:9][CH:10]([CH2:14][CH2:15][CH2:16][CH2:17][NH:18]C(=O)C1C=CC=CC=1)[C:11](=[O:13])[CH3:12])(=O)C1C=CC=CC=1.[ClH:27]>CC#N>[ClH:27].[ClH:27].[NH2:9][CH:10]([CH2:14][CH2:15][CH2:16][CH2:17][NH2:18])[C:11](=[O:13])[CH3:12] |f:3.4.5|. Procedure details: Crude 3,7-dibenzamidoheptan-2-one (123 g, 0.35 mol) was hydrolysed by heating under reflux with concentrated HCl for 18 hours to give 3,7-diaminoheptan-2-one dihydrochloride (49 g, 65%), m.p. 160°-166° (MeCN). δ(60 MHzD2O) 4.3 (t,CH), 3.1 (t,NHC2), 2.35 (s,CH3), 1.7 (m(CH2)3). Starting materials: O1C(CCCC1)OC=1C=C(C=CC1)C12OCC(CC1)(CC2)CCCC(=O)O (4-(1-(3-(tetrahydro-2H-pyran-2-yloxy)phenyl)-2-oxabicyclo[2.2.2]octan-4-yl)butanoic acid), B.C1CCOC1 (BH3.THF). The solvent is C1CCOC1 (THF). Run at temperature 0 celsius, time 3 hour. The product is O1C(CCCC1)OC=1C=C(C=CC1)C12OCC(CC1)(CC2)CCCCO (4-(1-(3-(Tetrahydro-2H-pyran-2-yloxy)phenyl)-2-oxabicyclo[2.2.2]octan-4-yl)butan-1-ol). Isolated yield 100.3%. RXN SMILES: [O:1]1[CH2:6][CH2:5][CH2:4][CH2:3][CH:2]1[O:7][C:8]1[CH:9]=[C:10]([C:14]23[CH2:21][CH2:20][C:17]([CH2:22][CH2:23][CH2:24][C:25](O)=[O:26])([CH2:18][CH2:19]2)[CH2:16][O:15]3)[CH:11]=[CH:12][CH:13]=1.B.C1COCC1>C1COCC1>[O:1]1[CH2:6][CH2:5][CH2:4][CH2:3][CH:2]1[O:7][C:8]1[CH:9]=[C:10]([C:14]23[CH2:19][CH2:18][C:17]([CH2:22][CH2:23][CH2:24][CH2:25][OH:26])([CH2:20][CH2:21]2)[CH2:16][O:15]3)[CH:11]=[CH:12][CH:13]=1 |f:1.2|. Procedure: To a solution of 4-(1-(3-(tetrahydro-2H-pyran-2-yloxy)phenyl)-2-oxabicyclo[2.2.2]octan-4-yl)butanoic acid (115 mg, 0.307 mmol) in dry THF (1 mL) at 0° C. under N2 was added BH3.THF (0.461 ml, 0.461 mmol) over a period of 3 min. The resulting mixture was stirred at 0° C. for 30 min and at room temperature 3 h. The reaction was cooled to 0° C. and quenched with water carefully. The mixture was extracted with ethyl acetate. The organic layer was washed with sat′d aqueous NaHCO3, water, dried, and t...